This data is from the Open Reaction Database (ORD), a public repository of structured organic reaction records. The task is: describe an organic reaction: reactants, conditions, products, and yield The reactants are S(=O)(=O)(OCC1COCC1)C1=CC=C(C)C=C1 ((tetrahydro-3-furanyl)methyl tosylate), C1(C=2C(C(N1)=O)=CC=CC2)=O.[K] (potassium phthalimide), CN(C)C=O (DMF). Solvent: O (Water). Reaction conditions: temperature 80 celsius, time 8 hour. Yields the product O1CC(CC1)CN1C(C=2C(C1=O)=CC=CC2)=O (N-{(tetrahydro-3-furanyl)methyl}phthalimide). Isolated yield 99.8%. RXN SMILES: S(C1C=CC(C)=CC=1)(O[CH2:5][CH:6]1[CH2:10][CH2:9][O:8][CH2:7]1)(=O)=O.[C:18]1(=[O:28])[NH:22][C:21](=[O:23])[C:20]2=[CH:24][CH:25]=[CH:26][CH:27]=[C:19]12.[K].CN(C=O)C>O>[O:8]1[CH2:9][CH2:10][CH:6]([CH2:5][N:22]2[C:18](=[O:28])[C:19]3=[CH:27][CH:26]=[CH:25][CH:24]=[C:20]3[C:21]2=[O:23])[CH2:7]1 |f:1.2,^1:28|. Procedure details: A mixture comprising 30.0 g of (tetrahydro-3-furanyl)methyl tosylate, 23.0 g of potassium phthalimide and 150 ml of DMF was stirred at 80° C. for 8 hours. Water was poured into the reaction mixture, and crystals precipitated out was separated by filtration to obtain 27.0 g of N-{(tetrahydro-3-furanyl)methyl}phthalimide. Reactants: ClC1=CC=C2C(=N1)N(C(=N2)COC2=CC=C(CC1C(N(C(S1)=O)C(C1=CC=CC=C1)(C1=CC=CC=C1)C1=CC=CC=C1)=O)C=C2)C (5-{4-(5-chloro-3-methylimidazo[5,4-b]pyridin-2-ylmethoxy)benzyl}-3-triphenylmethylthiazolidine-2,4-dione), C(C)(=O)O (acetic acid). Run in O (water). Product: ClC1=CC=C2C(=N1)N(C(=N2)COC2=CC=C(CC1C(NC(S1)=O)=O)C=C2)C (5-{4-(5-chloro-3-methylimidazo[5,4-b]pyridin-2-yl-methoxy)benzyl}thiazolidine-2.4-dione). RXN SMILES: [Cl:1][C:2]1[N:7]=[C:6]2[N:8]([CH3:46])[C:9]([CH2:11][O:12][C:13]3[CH:45]=[CH:44][C:16]([CH2:17][CH:18]4[S:22][C:21](=[O:23])[N:20](C(C5C=CC=CC=5)(C5C=CC=CC=5)C5C=CC=CC=5)[C:19]4=[O:43])=[CH:15][CH:14]=3)=[N:10][C:5]2=[CH:4][CH:3]=1.C(O)(=O)C>O>[Cl:1][C:2]1[N:7]=[C:6]2[N:8]([CH3:46])[C:9]([CH2:11][O:12][C:13]3[CH:45]=[CH:44][C:16]([CH2:17][CH:18]4[S:22][C:21](=[O:23])[NH:20][C:19]4=[O:43])=[CH:15][CH:14]=3)=[N:10][C:5]2=[CH:4][CH:3]=1. Reported procedure: A procedure similar to that described in Example 12 was repeated, except that 1.16 g of 5-{4-(5-chloro-3-methylimidazo[5,4-b]pyridin-2-ylmethoxy)benzyl}-3-triphenylmethylthiazolidine-2,4-dione (prepared as described in Preparation 45) and 16 ml of a 3:1 by volume mixture of acetic acid and water were used, to give the title compound as a crude product. The product was crystallized by trituration with ethyl acetate, to give 0.38 g of the title compound, melting at 222°-223° C. Starting materials: O=C(Cl)OCc1ccccc1, Cl, CCOC(=O)CCN, [Na+], C1CCOC1, [OH-], O. Yields the product CCOC(=O)CCNC(=O)OCc1ccccc1. RXN SMILES: [CH2:12]([c:13]1[cH:14][cH:15][cH:16][cH:17][cH:18]1)[O:19][C:20](=[O:21])[Cl:22].[ClH:1].[NH2:2][CH2:3][CH2:4][C:5](=[O:6])[O:7][CH2:8][CH3:9].[Na+:11].[O:23]1[CH2:24][CH2:25][CH2:26][CH2:27]1.[OH-:10].[OH2:28]>>[NH:2]([CH2:3][CH2:4][C:5](=[O:6])[O:7][CH2:8][CH3:9])[C:20]([O:19][CH2:12][c:13]1[cH:14][cH:15][cH:16][cH:17][cH:18]1)=[O:21]. Starting materials: O=C1C=CC(=NN1)C=1C=C(C=CC1)NC(CC)=O (N-[3-(1,6-dihydro-6-oxo-3-pyridazinyl)phenyl]propanamide), P(=O)(Cl)(Cl)Cl (phosphorus oxychloride), P(=O)(Cl)(Cl)Cl (phosphorus oxychloride), P(=O)(Cl)(Cl)Cl (phosphorus oxychloride). Run in O1CCCC1 (tetrahydrofuran). Conditions: time 1.5 hour. Product: ClC1=CC=C(N=N1)C=1C=C(C=CC1)NC(CC)=O (N-[3-(6-chloro-3-pyridazinyl)phenyl]propanamide). RXN SMILES: O=[C:2]1[NH:7][N:6]=[C:5]([C:8]2[CH:9]=[C:10]([NH:14][C:15](=[O:18])[CH2:16][CH3:17])[CH:11]=[CH:12][CH:13]=2)[CH:4]=[CH:3]1.P(Cl)(Cl)([Cl:21])=O>O1CCCC1>[Cl:21][C:2]1[N:7]=[N:6][C:5]([C:8]2[CH:9]=[C:10]([NH:14][C:15](=[O:18])[CH2:16][CH3:17])[CH:11]=[CH:12][CH:13]=2)=[CH:4][CH:3]=1. Procedure: To a refluxing solution of 0.63 g of N-[3-(1,6-dihydro-6-oxo-3-pyridazinyl)phenyl]propanamide in 100 ml of dry tetrahydrofuran was added 0.5 ml of phosphorus oxychloride. After 1.5 hours, 0.5 ml of phosphorus oxychloride was added and after 2 hours of refluxing 0.25 ml of phosphorus oxychloride was added. The solution was refluxed for an additional hour, then the solvent was removed, dichloromethane was added and the solution was poured into ice water. The mixture was neutralized with sodium bic... Reactants: C1(CCCCC1)C=1C=2C=CC(=CC2N2C1C1=C(C=C(C2)C(=O)N2CCC(CC2)N2CCOCC2)C=CC=C1)C(=O)O (13-cyclohexyl-6-[[4-(4-morpholinyl)-1-piperidinyl]carbonyl]-7H-indolo[2,1-a][2]benzazepine-10-carboxylic acid), C(C)(C)N(C(C)C)CC (N,N-diisopropylethylamine), Cl.CN(CCCN=C=NCC)C (N-(3-dimethylaminopropyl)-N′-ethylcarbodiimide hydrochloride), ON1N=NC2=C1C=CC=C2 (1-hydroxybenzotriazole), C([C@H]1CCCO1)N ((R)-(−)-tetrahydrofurfurylamine). The solvent is CCOCC (Et2O), C(Cl)Cl (CH2Cl2), C(Cl)Cl (CH2Cl2). The product is C1(CCCCC1)C=1C=2C=CC(=CC2N2C1C1=C(C=C(C2)C(=O)N2CCC(CC2)N2CCOCC2)C=CC=C1)C(=O)NC[C@@H]1OCCC1 (13-cyclohexyl-6-[[4-(4-morpholinyl)-1-piperidinyl]carbonyl]-N-[[(2R)-tetrahydro-2-furanyl]methyl]-7H-indolo[2,1-a][2]benzazepine-10-carboxamide). The yield is 71.8%. Reaction SMILES: [CH:1]1([C:7]2[C:8]3[CH:9]=[CH:10][C:11]([C:39](O)=[O:40])=[CH:12][C:13]=3[N:14]3[CH2:20][C:19]([C:21]([N:23]4[CH2:28][CH2:27][CH:26]([N:29]5[CH2:34][CH2:33][O:32][CH2:31][CH2:30]5)[CH2:25][CH2:24]4)=[O:22])=[CH:18][C:17]4[CH:35]=[CH:36][CH:37]=[CH:38][C:16]=4[C:15]=23)[CH2:6][CH2:5][CH2:4][CH2:3][CH2:2]1.C(N(CC)C(C)C)(C)C.Cl.CN(C)CCCN=C=NCC.ON1C2C=CC=CC=2N=N1.[CH2:73]([NH2:79])[C@@H:74]1[O:78][CH2:77][CH2:76][CH2:75]1>C(Cl)Cl.CCOCC>[CH:1]1([C:7]2[C:8]3[CH:9]=[CH:10][C:11]([C:39]([NH:79][CH2:73][C@H:74]4[CH2:75][CH2:76][CH2:77][O:78]4)=[O:40])=[CH:12][C:13]=3[N:14]3[CH2:20][C:19]([C:21]([N:23]4[CH2:24][CH2:25][CH:26]([N:29]5[CH2:30][CH2:31][O:32][CH2:33][CH2:34]5)[CH2:27][CH2:28]4)=[O:22])=[CH:18][C:17]4[CH:35]=[CH:36][CH:37]=[CH:38][C:16]=4[C:15]=23)[CH2:6][CH2:5][CH2:4][CH2:3][CH2:2]1 |f:2.3|. Procedure: A solution of 13-cyclohexyl-6-[[4-(4-morpholinyl)-1-piperidinyl]carbonyl]-7H-indolo[2,1-a][2]benzazepine-10-carboxylic acid (40 mg, 0.07 mmol), N,N-diisopropylethylamine (60 μL, 0.34 mmol), N-(3-dimethylaminopropyl)-N′-ethylcarbodiimide hydrochloride (19 mg, 0.1 mmol), 1-hydroxybenzotriazole (14 mg, 0.1 mmol), and (R)-(−)-tetrahydrofurfurylamine (10 mg, 0.1 mmol) in CH2Cl2 (1.5 mL) was stirred at r.t. overnight, diluted with CH2Cl2 (5 mL), and chromatographed on silica gel (gradient elution: 0%→...